Task: describe an organic reaction: reactants, conditions, products, and yield. Dataset: the Open Reaction Database (ORD), a public repository of structured organic reaction records Reactants: OC1=C(C=C(C=C1)C(=O)C=1C(=NC=CC1)C(F)(F)F)OC ((4-hydroxy-3-methoxyphenyl)(2-(trifluoromethyl)pyridin-3-yl)methanone), [N+](=O)(O)[O-] (nitric acid). The solvent is C(C)(=O)O (acetic acid). The product is OC1=C(C=C(C=C1[N+](=O)[O-])C(=O)C=1C(=NC=CC1)C(F)(F)F)OC ((4-hydroxy-3-methoxy-5-nitrophenyl)(2-(trifluoromethyl)pyridin-3-yl)methanone). As a reaction SMILES: [OH:1][C:2]1[CH:7]=[CH:6][C:5]([C:8]([C:10]2[C:11]([C:16]([F:19])([F:18])[F:17])=[N:12][CH:13]=[CH:14][CH:15]=2)=[O:9])=[CH:4][C:3]=1[O:20][CH3:21].[N+:22]([O-])([OH:24])=[O:23]>C(O)(=O)C>[OH:1][C:2]1[C:7]([N+:22]([O-:24])=[O:23])=[CH:6][C:5]([C:8]([C:10]2[C:11]([C:16]([F:17])([F:18])[F:19])=[N:12][CH:13]=[CH:14][CH:15]=2)=[O:9])=[CH:4][C:3]=1[O:20][CH3:21]. Reported procedure: To a solution of (4-hydroxy-3-methoxyphenyl)(2-(trifluoromethyl)pyridin-3-yl)methanone (0.472 g, 1.59 mmol) in acetic acid (10 mL) at room temperature was added 60% nitric acid (0.14 mL, 1.75 mmol) dropwise. The resulting mixture was allowed to stir for thirty minutes then poured onto ice-water (100 mL) and the resulting precipitate was filtered off, washed with water and dried. Recrystallisation from ethanol afforded (4-hydroxy-3-methoxy-5-nitrophenyl)(2-(trifluoromethyl)pyridin-3-yl)methanone ... Starting materials: COC(C(=CC1=CC=CC=C1)CCCCCC)OC (α-hexylcinnamaldehyde dimethyl acetal), ( 76 ), ( 17 ), ( 29 ), ( 17 ), ( 25 ), ( 51 ), ( 73 ), ( 18 ), C(=O)(OC)[C@H](O)[C@@H](O)C(=O)OC (dimethyl L-tartrate), ( 31 ), ( 25 ), ( 4 ), ( 74 ), ( 26 ), ( 57 ), C(CCCCC)/C(=C/C1=CC=CC=C1)/C1O[C@H]([C@@H](O1)C(=O)OC)C(=O)OC ((Z)-(4R,5R)-2-(1-hexyl-2-phenyl-1-ethenyl)-4,5-dicarbomethoxy-1,3-dioxolane), ( 100 ). Product: C(CCCCC)/C(=C\C1=CC=CC=C1)/C1O[C@H]([C@@H](O1)C(=O)OC)C(=O)OC ((E)-(4R, 5R)-2-(1-Hexyl-2-phenyl-1-ethenyl)-4,5-dicarbomethoxy-1,3-dioxolane). RXN SMILES: COC(OC)C(CCCCCC)=CC1C=CC=CC=1.C([C@@H]([C@H](C(OC)=O)O)O)(OC)=O.[CH2:32](/[C:38](/[CH:46]1[O:50][C@@H:49]([C:51]([O:53][CH3:54])=[O:52])[C@H:48]([C:55]([O:57][CH3:58])=[O:56])[O:47]1)=[CH:39]/[C:40]1[CH:45]=[CH:44][CH:43]=[CH:42][CH:41]=1)[CH2:33][CH2:34][CH2:35][CH2:36][CH3:37]>>[CH2:32](/[C:38](/[CH:46]1[O:50][C@@H:49]([C:51]([O:53][CH3:54])=[O:52])[C@H:48]([C:55]([O:57][CH3:58])=[O:56])[O:47]1)=[CH:39]\[C:40]1[CH:45]=[CH:44][CH:43]=[CH:42][CH:41]=1)[CH2:33][CH2:34][CH2:35][CH2:36][CH3:37]. Reported procedure: In a fashion similar to that described in Example 4, α-hexylcinnamaldehyde dimethyl acetal and dimethyl L-tartrate were condensed to provide a mixture of (E)-and (Z)-(4R,5R)-2-(1-hexyl-2-phenyl-1-ethenyl)-4,5-dicarbomethoxy-1,3-dioxolane in an approximate ratio of 90:10 Crystallization provided the pure E-isomer, mp 49°-50° C., [α]D25 -2.2 (c,0.2, methanol). 1H-NMR (CDCl3)δ7.35-7.26 (5H,m), 6.74 (1H,s), 5.84 (1H,s), 4.86 (1H,d,J=4.4 Hz), 4.70 (1H,d,J=4.4 Hz), 3.85 (3H,s), 3.80 (3H,s), 2.34-2.27 ...